Dataset: the Open Reaction Database (ORD), a public repository of structured organic reaction records. Task: describe an organic reaction: reactants, conditions, products, and yield Solvent: C1CCOC1 (THF), ClCCl (dichloromethane), O (water), C1CCOC1 (THF). Product: O[C@H]1COCC[C@@H]1N1C=NC2=C3C(=C(C=C2C1=O)CC=1C=NC(=CC1)OC)C=CC=C3 (3-[(3R,4S)-3-Hydroxytetrahydro-2H-pyran-4-yl]-6-[(6-methoxypyridin-3-yl)methyl]benzo[h]quinazolin-4(3H)-one). Reaction SMILES: Cl[CH2:2][C:3]1[CH:4]=[CH:5][C:6]([O:9][CH3:10])=[N:7][CH:8]=1.Br[C:12]1[CH:13]=[C:14]2[C:19](=[C:20]3[CH:25]=[CH:24][CH:23]=[CH:22][C:21]=13)[N:18]=[CH:17][N:16]([C@H:26]1[CH2:31][CH2:30][O:29][CH2:28][C@@H:27]1[OH:32])[C:15]2=[O:33]>C1COCC1.ClCCl.O.[Zn].CC(C)([P](C(C)(C)C)([Pd][P](C(C)(C)C)(C(C)(C)C)C(C)(C)C)C(C)(C)C)C>[OH:32][C@@H:27]1[C@@H:26]([N:16]2[C:15](=[O:33])[C:14]3[C:19](=[C:20]4[CH:25]=[CH:24][CH:23]=[CH:22][C:21]4=[C:12]([CH2:2][C:3]4[CH:8]=[N:7][C:6]([O:9][CH3:10])=[CH:5][CH:4]=4)[CH:13]=3)[N:18]=[CH:17]2)[CH2:31][CH2:30][O:29][CH2:28]1 |^1:46,52|. Run at temperature 0 celsius, time 2 hour. Procedure details: To a solution of 5-(chloromethyl)-2-methoxy pyridine (0.158 g, 0.999 mmol) in 0.5 mL of THF under an atmosphere of nitrogen was added Rieke Zn (1.3 mL, 1.0 mmol, 0.76 M in THF). The mixture was heated to reflux for 18 h, then cooled to 0° C. A solution of 6-bromo-3-[(3R,4S)-3-hydroxytetrahydro-2H-pyran-4-yl]benzo[h]quinazolin-4(3H)-one (see Example 1, 0.125 g, 0.333 mmol) in 0.5 mL of THF was added, followed by bis(tri-tert-butylphosphine)palladium(0) (5.1 mg, 0.010 mmol). The mixture was warmed... Reagents/catalysts: [Zn] (Zn), CC(C)([P](C(C)(C)C)([Pd][P](C(C)(C)C)(C(C)(C)C)C(C)(C)C)C(C)(C)C)C (bis(tri-tert-butylphosphine)palladium(0)). The reactants are ClCC=1C=CC(=NC1)OC (5-(chloromethyl)-2-methoxy pyridine), BrC=1C=C2C(N(C=NC2=C2C1C=CC=C2)[C@@H]2[C@H](COCC2)O)=O (6-bromo-3-[(3R,4S)-3-hydroxytetrahydro-2H-pyran-4-yl]benzo[h]quinazolin-4(3H)-one). Reactants: C1(=CC=CC=C1)NC1=C(C=CC=C1)N (N-phenyl-o-phenylenediamine), Cl.C(=O)(OCC)CC(O)=N (carboethoxyacetimidate hydrochloride). The solvent is C(C)O (ethanol). Yields the product C(C)OC(=O)CC1=NC2=C(N1C1=CC=CC=C1)C=CC=C2 (2-Ethoxycarbonylmethyl-1-phenylbenzimidazole). Reaction SMILES: [C:1]1([NH:7][C:8]2[CH:13]=[CH:12][CH:11]=[CH:10][C:9]=2[NH2:14])[CH:6]=[CH:5][CH:4]=[CH:3][CH:2]=1.Cl.[C:16]([CH2:21][C:22](=N)O)([O:18][CH2:19][CH3:20])=[O:17]>C(O)C>[CH2:19]([O:18][C:16]([CH2:21][C:22]1[N:7]([C:1]2[CH:2]=[CH:3][CH:4]=[CH:5][CH:6]=2)[C:8]2[CH:13]=[CH:12][CH:11]=[CH:10][C:9]=2[N:14]=1)=[O:17])[CH3:20] |f:1.2|. Reported procedure: N-phenyl-o-phenylenediamine (55.27g; 0.3 mole) and carboethoxyacetimidate hydrochloride [Ber., 28, 478 (1895)](58.70g; 0.3 mole) are refluxed in ethanol (200ml) for 4 hours. The separated ammonium chloride is filtered from the hot solution. The filtrate is evaporated to a syrup which is taken up in chloroform and washed twice with water. After drying (MgSO4), the chloroform is evaporated, ligroin is added, and crystallization slowly occurs. The solid is filtered and recrystallized from ligroine ... The solvent is C(Cl)Cl (DCM). The product is [Si](C)(C)(C(C)(C)C)OC=1C=CC=C2C=CC(=NC12)/C=N/N=C/1\NC=CC(=C1)I (8-(tert-butyldimethylsilyloxy)-2-((E)-((Z)-(4-iodopyridin-2(1H)-ylidene)hydrazono)methyl)quinoline). Procedure details: To 8-(tert-butyldimethylsilyloxy)quinoline-2-carbaldehyde (3.21 g, 11.2 mmol) in DCM (30 mL) was added (Z)-1-(4-iodopyridin-2(1H)-ylidene)hydrazine (3.15 g, 13.4 mmol). The reaction was stirred for 1 hour, affording a yellow precipitate, which was collected by filtration and used without further purification in the next step. The reactants are [Si](C)(C)(C(C)(C)C)OC=1C=CC=C2C=CC(=NC12)C=O (8-(tert-butyldimethylsilyloxy)quinoline-2-carbaldehyde), IC1=C/C(/NC=C1)=N/N ((Z)-1-(4-iodopyridin-2(1H)-ylidene)hydrazine). RXN SMILES: [Si:1]([O:8][C:9]1[CH:10]=[CH:11][CH:12]=[C:13]2[C:18]=1[N:17]=[C:16]([CH:19]=O)[CH:15]=[CH:14]2)([C:4]([CH3:7])([CH3:6])[CH3:5])([CH3:3])[CH3:2].[I:21][C:22]1[CH:27]=[CH:26][NH:25]/[C:24](=[N:28]\[NH2:29])/[CH:23]=1>C(Cl)Cl>[Si:1]([O:8][C:9]1[CH:10]=[CH:11][CH:12]=[C:13]2[C:18]=1[N:17]=[C:16](/[CH:19]=[N:29]/[N:28]=[C:24]1\[NH:25][CH:26]=[CH:27][C:22]([I:21])=[CH:23]\1)[CH:15]=[CH:14]2)([C:4]([CH3:7])([CH3:6])[CH3:5])([CH3:3])[CH3:2]. Run at time 1 hour. Reactants: C(C)(=O)OCC (ethyl acetate), FC1=C(C=C(C(=O)OC)C=C1)OC (methyl 4-fluoro-3-methoxybenzoate), BrC=1N=CNC1 (4-bromo-1H-imidazole), C([O-])([O-])=O.[K+].[K+] (potassium carbonate). Run in O (water), CN(C)C=O (DMF). Run at temperature 100 celsius, time 8 hour. The product is BrC=1N=CN(C1)C1=C(C=C(C(=O)OC)C=C1)OC (methyl 4-(4-bromo-1H-imidazol-1-yl)-3-methoxybenzoate). Isolated yield 16.1%. RXN SMILES: F[C:2]1[CH:11]=[CH:10][C:5]([C:6]([O:8][CH3:9])=[O:7])=[CH:4][C:3]=1[O:12][CH3:13].[Br:14][C:15]1[N:16]=[CH:17][NH:18][CH:19]=1.C(=O)([O-])[O-].[K+].[K+].C(OCC)(=O)C>CN(C=O)C.O>[Br:14][C:15]1[N:16]=[CH:17][N:18]([C:2]2[CH:11]=[CH:10][C:5]([C:6]([O:8][CH3:9])=[O:7])=[CH:4][C:3]=2[O:12][CH3:13])[CH:19]=1 |f:2.3.4|. Procedure details: A mixture of methyl 4-fluoro-3-methoxybenzoate (2.13 g), 4-bromo-1H-imidazole (3.74 g) and potassium carbonate (4.80 g) in DMF (20 mL) was stirred at 100° C. overnight, and allowed to cool to room temperature, and ethyl acetate and water were added. The organic layer was separated, washed with water and saturated brine, and dried over anhydrous magnesium sulfate, and the solvent was evaporated under reduced pressure. The residue was purified by silica gel column chromatography (ethyl acetate/hex... Starting materials: C(=O)(C=1NC=CN1)C=1NC=CN1 (carbonyl diimidazole), C(=O)(OC(C)(C)C)N1[C@@H](C[C@H](C1)O)CO (N-Boc-(2S,4R)-4-hydroxy-2-hydroxymethylpyrrolidine), C1CCOC1 (THF), N (ammonia). Conditions: time 17 hour. Yields the product C(=O)(OC(C)(C)C)N1[C@@H](C[C@H](C1)O)CC(N)=O (N-Boc-(2S,4R)-2-Carbamoylmethyl-4-hydroxypyrrolidine). Yield: 31.0%. RXN SMILES: [C:1]([N:8]1[CH2:12][C@H:11]([OH:13])[CH2:10][C@H:9]1[CH2:14]O)([O:3][C:4]([CH3:7])([CH3:6])[CH3:5])=[O:2].C(C1NC=[CH:26][N:27]=1)(C1NC=CN=1)=O.N.C1C[O:32]CC1>>[C:1]([N:8]1[CH2:12][C@H:11]([OH:13])[CH2:10][C@H:9]1[CH2:14][C:26](=[O:32])[NH2:27])([O:3][C:4]([CH3:5])([CH3:6])[CH3:7])=[O:2]. Reported procedure: To N-Boc-(2S,4R)-4-hydroxy-2-hydroxymethylpyrrolidine (0.105 g in THF (5 ml) cooled to 0° C. under argon was added carbonyl diimidazole (121 mg). After 3 h aqueous ammonia (20 M, 0.25 ml) was added and the reaction stirred for 17 h. The reaction mixture was evaporated to dryness under reduced pressure and the residue purified by chromatography on silica eluting with 80–100% ethyl acetate in hexane to give the title product as a colourless gum (45 mg, 31%); NMR (CDCl3) 1.47 (s, 9H), 2.05 (m, 3H),... Starting materials: C1(=CC=CC=C1)C#CC1=NOC2(C1)CCNCC2 (3-(Phenylethynyl)-1-oxa-2,8-diazaspiro[4.5]dec-2-ene), OC=1C=C(C=CC1)C#CC1=NOC2(C1)CN(CC2)C(=O)OC(C)(C)C (tert-Butyl 3-[(3-hydroxyphenyl)ethynyl]-1-oxa-2,7-diazaspiro[4.4]non-2-ene-7-carboxylate). The solvent is C(Cl)(Cl)Cl (chloroform). Yields the product O1N=C(CC12CNCC2)C#CC=2C=C(C=CC2)O (3-(1-Oxa-2,7-diazaspiro[4.4]non-2-en-3-ylethynyl)phenol). Yield: 84.8%. Reaction SMILES: C1(C#CC2CC3(CCNCC3)ON=2)C=CC=CC=1.[OH:19][C:20]1[CH:21]=[C:22]([C:26]#[C:27][C:28]2[CH2:32][C:31]3([CH2:36][CH2:35][N:34](C(OC(C)(C)C)=O)[CH2:33]3)[O:30][N:29]=2)[CH:23]=[CH:24][CH:25]=1>C(Cl)(Cl)Cl>[O:30]1[C:31]2([CH2:36][CH2:35][NH:34][CH2:33]2)[CH2:32][C:28]([C:27]#[C:26][C:22]2[CH:21]=[C:20]([OH:19])[CH:25]=[CH:24][CH:23]=2)=[N:29]1. Reported procedure: The title compound was synthesized following the method reported for the Compound 1c, substituting Compound 1b with Compound 39a and running the reaction in chloroform. The crude brownish oily residue was used without further purification in the next reaction step. Yield: 84.8%. Reactants: C(C)(C)(C)OC(NCCCNC(=O)C=1N=CC=2C(N(C=CC2C1O)CC1=CC=CC=C1)=O)=O ({3-[(7-Benzyl-4-hydroxy-8-oxo-7,8-dihydro-[2,7]naphthyridine-3-carbonyl)-amino]-propyl}-carbamic acid tert-butyl ester), FC(C(=O)O)(F)F (Trifluoroacetic acid). The solvent is C(Cl)Cl (CH2Cl2). Reaction conditions: time 1 hour. Yields the product FC(C(=O)NCCCNC(=O)C=1N=CC=2C(N(C=CC2C1O)CC1=CC=CC=C1)=O)(F)F (7-Benzyl-4-hydroxy-8-oxo-7,8-dihydro-[2,7]naphthyridine-3-carboxylic acid [3-(2,2,2-trifluoro-acetylamino)-propyl]-amide). As a reaction SMILES: C([O:5][C:6](=O)[NH:7][CH2:8][CH2:9][CH2:10][NH:11][C:12]([C:14]1[N:15]=[CH:16][C:17]2[C:18](=[O:32])[N:19]([CH2:25][C:26]3[CH:31]=[CH:30][CH:29]=[CH:28][CH:27]=3)[CH:20]=[CH:21][C:22]=2[C:23]=1[OH:24])=[O:13])(C)(C)C.[F:34][C:35]([F:40])([F:39])C(O)=O>C(Cl)Cl>[F:34][C:35]([F:40])([F:39])[C:6]([NH:7][CH2:8][CH2:9][CH2:10][NH:11][C:12]([C:14]1[N:15]=[CH:16][C:17]2[C:18](=[O:32])[N:19]([CH2:25][C:26]3[CH:27]=[CH:28][CH:29]=[CH:30][CH:31]=3)[CH:20]=[CH:21][C:22]=2[C:23]=1[OH:24])=[O:13])=[O:5]. Procedure details: {3-[(7-Benzyl-4-hydroxy-8-oxo-7,8-dihydro-[2,7]naphthyridine-3-carbonyl)-amino]-propyl}-carbamic acid tert-butyl ester (27 mg, 0.060 mmol) was dissolved in CH2Cl2 (2 mL). Trifluoroacetic acid (1 mL) was added, and the mixture was stirred at r.t. for 1 h. Solvent and excess TFA were removed in vacuo. To the residue were added THF (3 mL), triethylamine (0.050 mL), and ethyl trifluoroacetate (2 mL), and the resulting mixture was refluxed for 16 h. After cooling to r.t., mixture was concentrated to ...